Dataset: the Open Reaction Database (ORD), a public repository of structured organic reaction records. Task: describe an organic reaction: reactants, conditions, products, and yield Starting materials: FC1=CC=C(C=C1)CC1=CN=C2C(=C(C(N(C2=C1)CCCO)=O)C(=O)OCC)O (ethyl 7-[(4-fluorophenyl)methyl]-4-hydroxy-1-(3-hydroxypropyl)-2-oxo-1,2-dihydro-1,5-naphthyridine-3-carboxylate), NC[C@H](C)O ((2S)-1-amino-2-propanol). Yields the product FC1=CC=C(C=C1)CC1=CN=C2C(=C(C(N(C2=C1)CCCO)=O)C(=O)NC[C@H](C)O)O (7-[(4-fluorophenyl)methyl]-4-hydroxy-N-[(2S)-2-hydroxypropyl]-1-(3-hydroxypropyl)-2-oxo-1,2-dihydro-1,5-naphthyridine-3-carboxamide). Isolated yield 25.0%. As a reaction SMILES: [F:1][C:2]1[CH:7]=[CH:6][C:5]([CH2:8][C:9]2[CH:18]=[C:17]3[C:12]([C:13]([OH:29])=[C:14]([C:24](OCC)=[O:25])[C:15](=[O:23])[N:16]3[CH2:19][CH2:20][CH2:21][OH:22])=[N:11][CH:10]=2)=[CH:4][CH:3]=1.[NH2:30][CH2:31][C@@H:32]([OH:34])[CH3:33]>>[F:1][C:2]1[CH:3]=[CH:4][C:5]([CH2:8][C:9]2[CH:18]=[C:17]3[C:12]([C:13]([OH:29])=[C:14]([C:24]([NH:30][CH2:31][C@@H:32]([OH:34])[CH3:33])=[O:25])[C:15](=[O:23])[N:16]3[CH2:19][CH2:20][CH2:21][OH:22])=[N:11][CH:10]=2)=[CH:6][CH:7]=1. Procedure: In a similar manner to that described in example 196, from ethyl 7-[(4-fluorophenyl)methyl]-4-hydroxy-1-(3-hydroxypropyl)-2-oxo-1,2-dihydro-1,5-naphthyridine-3-carboxylate (60 mg, 0.15 mmol) and (2S)-1-amino-2-propanol (0.05 mL), was prepared 7-[(4-fluorophenyl)methyl]-4-hydroxy-N-[(2S)-2-hydroxypropyl]-1-(3-hydroxypropyl)-2-oxo-1,2-dihydro-1,5-naphthyridine-3-carboxamide (16 mg, 25% yield) as a white solid after purification by reverse phase HPLC. Analytical data was identical to that described... Starting materials: C1(=CC=CC=C1)C=1C=C(C=NC1Cl)OC[C@@H]1N(CCC1)C(=O)OC(C)(C)C (5-phenyl-6-chloro-3-(1-BOC-2-(R)-pyrrolidinylmethoxy)pyridine), Cl (HCl). Run in O1CCOCC1 (dioxane). Run at time 40 hour. Product: Cl.C1(=CC=CC=C1)C=1C=C(C=NC1Cl)OC[C@@H]1NCCC1 (5-Phenyl-6-chloro-3-(2-(R)-pyrrolidinylmethoxy)pyridine hydrochloride). As a reaction SMILES: [C:1]1([C:7]2[CH:8]=[C:9]([O:14][CH2:15][C@H:16]3[CH2:20][CH2:19][CH2:18][N:17]3C(OC(C)(C)C)=O)[CH:10]=[N:11][C:12]=2[Cl:13])[CH:6]=[CH:5][CH:4]=[CH:3][CH:2]=1.Cl>O1CCOCC1>[ClH:13].[C:1]1([C:7]2[CH:8]=[C:9]([O:14][CH2:15][C@H:16]3[CH2:20][CH2:19][CH2:18][NH:17]3)[CH:10]=[N:11][C:12]=2[Cl:13])[CH:2]=[CH:3][CH:4]=[CH:5][CH:6]=1 |f:3.4|. Reported procedure: To the 5-phenyl-6-chloro-3-(1-BOC-2-(R)-pyrrolidinylmethoxy)pyridine compound from Example 69b (164 mg) was added HCl in dioxane (3 mL). The mixture was stirred at room temperature for 40 hours. The solvent was removed under vacuum at 50° C., and the residue was triturated with Et2O. The solid was dried under high vacuum to afford the title compound. mp 178-180° C. MS (CI/NH3) m/z 289 (M+H)+. 1H NMR (D2O, 300 MHz) δ1.27-2.10 (m, 1H), 2.03-2.18 (m, 2H), 2.22-2.31 (m, 1H), 3.41 (t, J=7.5 Hz, 2H), ...